describe an organic reaction: reactants, conditions, products, and yield From a dataset of the Open Reaction Database (ORD), a public repository of structured organic reaction records. Reactants: N(=[N+]=[N-])[C@@H]1[C@H](OCC2=CC=CC=C2)O[C@@H]([C@H]([C@@H]1O)F)CO (benzyl 2-azido-2,4-dideoxy-4-fluoro-β-D-mannopyranoside), C(C)(=O)OC(C)=O (acetic anhydride). The product is C(C)(=O)N[C@@H]1C(O)O[C@@H]([C@H]([C@@H]1O)F)CO (N-acetyl-4-deoxy-4-fluoro-D-mannosamine). As a reaction SMILES: [N:1]([C@H:4]1[C@@H:17]([OH:18])[C@H:16]([F:19])[C@@H:15]([CH2:20][OH:21])[O:14][C@H:5]1[O:6]CC1C=CC=CC=1)=[N+]=[N-].[C:22](OC(=O)C)(=[O:24])[CH3:23]>>[C:22]([NH:1][C@H:4]1[C@@H:17]([OH:18])[C@H:16]([F:19])[C@@H:15]([CH2:20][OH:21])[O:14][CH:5]1[OH:6])(=[O:24])[CH3:23]. Procedure details: The present invention provides a process for preparing 5-acetamido-3,5,7-trideoxy-7-fluoro-D-glycero-1-D-lacto-2-nonulopyranosidonic acid comprising hydrogenating benzyl 2-azido-2,4-dideoxy-4-fluoro-β-D-mannopyranoside in the presence of acetic anhydride to obtain N-acetyl-4-deoxy-4-fluoro-D-mannosamine, and subsequently reacting the product with sodium piruvate, bovine serum albumin and aldolase sialate.